This data is from the Open Reaction Database (ORD), a public repository of structured organic reaction records. The task is: describe an organic reaction: reactants, conditions, products, and yield The reactants are C(CCC)OC1=CC=C(C=C1)S(=O)(=O)Cl (4-n-butoxybenzenesulfonyl chloride), C1(=CC=CC=C1)O (phenol), C1(=CC=CC=C1)S(=O)(=O)Cl (benzenesulfonyl chloride), C1(=CC(=CC=C1)O)O (1,3-benzenediol). Yields the product C(CCC)OC1=CC=C(C=C1)S(=O)(=O)OC1=CC(=CC=C1)OS(=O)(=O)C1=CC=C(C=C1)OCCCC (1,3-Bis[4-n-butoxybenzenesulfonyloxy]benzene). RXN SMILES: [CH2:1]([O:5][C:6]1[CH:11]=[CH:10][C:9]([S:12](Cl)(=[O:14])=[O:13])=[CH:8][CH:7]=1)[CH2:2][CH2:3][CH3:4].[C:16]1([S:22](Cl)(=[O:24])=[O:23])[CH:21]=[CH:20][CH:19]=[CH:18][CH:17]=1.[C:26]1([OH:33])[CH:31]=[CH:30][CH:29]=[C:28]([OH:32])[CH:27]=1.[C:34]1([OH:40])C=C[CH:37]=[CH:36][CH:35]=1>>[CH2:1]([O:5][C:6]1[CH:11]=[CH:10][C:9]([S:12]([O:32][C:28]2[CH:29]=[CH:30][CH:31]=[C:26]([O:33][S:22]([C:16]3[CH:21]=[CH:20][C:19]([O:40][CH2:34][CH2:35][CH2:36][CH3:37])=[CH:18][CH:17]=3)(=[O:24])=[O:23])[CH:27]=2)(=[O:14])=[O:13])=[CH:8][CH:7]=1)[CH2:2][CH2:3][CH3:4]. Procedure details: The procedure of Example 1 is substantially repeated except two equivalents of 4-n-butoxybenzenesulfonyl chloride is substituted for the benzenesulfonyl chloride and 1,3-benzenediol is substituted for the phenol. The resulting disulfonate is a thick oil having PDSC onset/extrapolated temperatures of 286/292. The reactants are CO, Cl, [Li+], CCOC(=O)Cc1ccc(N2CCCC2)nc1, [OH-], O, O. Yields the product O=C(O)Cc1ccc(N2CCCC2)nc1. As a reaction SMILES: [CH3:22][OH:23].[ClH:21].[Li+:3].[N:4]1([c:9]2[cH:10][cH:11][c:12]([CH2:15][C:16](=[O:17])[O:18][CH2:19][CH3:20])[cH:13][n:14]2)[CH2:5][CH2:6][CH2:7][CH2:8]1.[OH-:2].[OH2:1].[OH2:24]>>[N:4]1([c:9]2[cH:10][cH:11][c:12]([CH2:15][C:16](=[O:17])[OH:18])[cH:13][n:14]2)[CH2:5][CH2:6][CH2:7][CH2:8]1. The reactants are BrC(C(=O)OC)C1=CC=C(C=C1)OCCCOC1=CC=C(C=C1)Cl (methyl bromo{p-[3-(p-chlorophenoxy)propoxy]phenyl}acetate), ClC=1C=C(C=CC1)O (m-chlorophenol). Yields the product COC(C(C1=CC=C(C=C1)OCCCOC1=CC=C(C=C1)Cl)OC1=CC(=CC=C1)Cl)=O (Methyl(m-chlorophenoxy){p-[3-(p-chlorophenoxy)propoxy]phenyl}acetate). Isolated yield 95.3%. RXN SMILES: Br[CH:2]([C:7]1[CH:12]=[CH:11][C:10]([O:13][CH2:14][CH2:15][CH2:16][O:17][C:18]2[CH:23]=[CH:22][C:21]([Cl:24])=[CH:20][CH:19]=2)=[CH:9][CH:8]=1)[C:3]([O:5][CH3:6])=[O:4].[Cl:25][C:26]1[CH:27]=[C:28]([OH:32])[CH:29]=[CH:30][CH:31]=1>>[CH3:6][O:5][C:3](=[O:4])[CH:2]([O:32][C:28]1[CH:29]=[CH:30][CH:31]=[C:26]([Cl:25])[CH:27]=1)[C:7]1[CH:12]=[CH:11][C:10]([O:13][CH2:14][CH2:15][CH2:16][O:17][C:18]2[CH:23]=[CH:22][C:21]([Cl:24])=[CH:20][CH:19]=2)=[CH:9][CH:8]=1. Reported procedure: As described in Example 44, 8.28 g of methyl bromo{p-[3-(p-chlorophenoxy)propoxy]phenyl}acetate is reacted with 2.96 g of m-chlorophenol to give 8.8 g of the product as a viscous oil. The reactants are CC1=[Si](CCC1)Cl (Methylsilacyclopentenyl chloride), C1(=CC=CC=C1)C (toluene), C1(CCCCCN1)=O (epsilon-caprolactam). Run in C(C)N(CC)CC (triethylamine). Conditions: time 1 hour. The product is CC1(C(=O)NCCCC1)[Si]1=CCCC1 (methylsilacyclopentenyl-epsilon-caprolactam). As a reaction SMILES: C[C:2]1[CH2:6][CH2:5][CH2:4][Si:3]=1Cl.[C:8]1(C)C=CC=CC=1.[C:15]1(=[O:22])[NH:21][CH2:20][CH2:19][CH2:18][CH2:17][CH2:16]1>C(N(CC)CC)C>[CH3:8][C:16]1([Si:3]2[CH2:4][CH2:5][CH2:6][CH:2]=2)[CH2:17][CH2:18][CH2:19][CH2:20][NH:21][C:15]1=[O:22]. Procedure details: Methylsilacyclopentenyl chloride, 1 mol, was added over a period of 30 minutes to an anhydrous solution of 750 ml. of toluene, 146 g. of triethylamine and 1.05 mol of epsilon-caprolactam in a flask. After 1 hour of stirring the reaction mixture was filtered to remove (CH3CH2)3N.HCl and the filtrate was fractionally distilled to give a moderate yield of methylsilacyclopentenyl-epsilon-caprolactam, b.p.=120° to 140° C. at approximately 0.5 kilopascals of pressure. Infra-red spectroscopy indicated ... The reactants are CO, CN1CCCC1=O, CCOC(C)=O, CC(=O)Nc1ccc(Nc2c(Cl)c(N3CC(NC(=O)OC(C)(C)C)CC(NC(=O)OC(C)(C)C)C3)nc(N3CC(NC(=O)OC(C)(C)C)CC(NC(=O)OC(C)(C)C)C3)c2Cl)cc1, NN. The product is CC(C)(C)OC(=O)NC1CC(NC(=O)OC(C)(C)C)CN(c2nc(N3CC(NC(=O)OC(C)(C)C)CC(NC(=O)OC(C)(C)C)C3)c(Cl)c(Nc3ccc(N)cc3)c2Cl)C1. As a reaction SMILES: [CH3:66][OH:67].[CH3:68][N:69]1[CH2:70][CH2:71][CH2:72][C:73]1=[O:74].[CH3:75][CH2:76][O:77][C:78]([CH3:79])=[O:80].[Cl:1][c:2]1[c:3]([N:42]2[CH2:43][CH:44]([NH:56][C:57](=[O:58])[O:59][C:60]([CH3:61])([CH3:62])[CH3:63])[CH2:45][CH:46]([NH:48][C:49](=[O:50])[O:51][C:52]([CH3:53])([CH3:54])[CH3:55])[CH2:47]2)[n:4][c:5]([N:20]2[CH2:21][CH:22]([NH:34][C:35](=[O:36])[O:37][C:38]([CH3:39])([CH3:40])[CH3:41])[CH2:23][CH:24]([NH:26][C:27](=[O:28])[O:29][C:30]([CH3:31])([CH3:32])[CH3:33])[CH2:25]2)[c:6]([Cl:19])[c:7]1[NH:8][c:9]1[cH:10][cH:11][c:12]([NH:15][C:16](=[O:17])[CH3:18])[cH:13][cH:14]1.[NH2:64][NH2:65]>>[Cl:1][c:2]1[c:3]([N:42]2[CH2:43][CH:44]([NH:56][C:57](=[O:58])[O:59][C:60]([CH3:61])([CH3:62])[CH3:63])[CH2:45][CH:46]([NH:48][C:49](=[O:50])[O:51][C:52]([CH3:53])([CH3:54])[CH3:55])[CH2:47]2)[n:4][c:5]([N:20]2[CH2:21][CH:22]([NH:34][C:35](=[O:36])[O:37][C:38]([CH3:39])([CH3:40])[CH3:41])[CH2:23][CH:24]([NH:26][C:27](=[O:28])[O:29][C:30]([CH3:31])([CH3:32])[CH3:33])[CH2:25]2)[c:6]([Cl:19])[c:7]1[NH:8][c:9]1[cH:10][cH:11][c:12]([NH2:15])[cH:13][cH:14]1. Starting materials: OC(CN1CCNCC1)C1=C(C2=C(C(OC2)=O)C=C1)C (5-(1-hydroxy-2-piperazin-1-ylethyl)-4-methyl-2-benzofuran-1(3H)-one), COC1=C(C#N)C=CC(=C1)C1OC1 (2-(methyloxy)-4-oxiran-2-ylbenzonitrile). The product is OC(CN1CCN(CC1)CC(C1=C(C2=C(C(OC2)=O)C=C1)C)O)C1=CC(=C(C#N)C=C1)OC (4-(1-hydroxy-2-{4-[2-hydroxy-2-(4-methyl-1-oxo-1,3-dihydro-2-benzofuran-5-yl)ethyl]piperazin-1-yl}ethyl)-2-(methyloxy)benzonitrile). Reaction SMILES: [OH:1][CH:2]([C:10]1[CH:19]=[CH:18][C:13]2[C:14](=[O:17])[O:15][CH2:16][C:12]=2[C:11]=1[CH3:20])[CH2:3][N:4]1[CH2:9][CH2:8][NH:7][CH2:6][CH2:5]1.[CH3:21][O:22][C:23]1[CH:30]=[C:29]([CH:31]2[CH2:33][O:32]2)[CH:28]=[CH:27][C:24]=1[C:25]#[N:26]>>[OH:32][CH:31]([C:29]1[CH:28]=[CH:27][C:24]([C:25]#[N:26])=[C:23]([O:22][CH3:21])[CH:30]=1)[CH2:33][N:7]1[CH2:8][CH2:9][N:4]([CH2:3][CH:2]([OH:1])[C:10]2[CH:19]=[CH:18][C:13]3[C:14](=[O:17])[O:15][CH2:16][C:12]=3[C:11]=2[CH3:20])[CH2:5][CH2:6]1. Procedure: 4-(1-hydroxy-2-{4-[2-hydroxy-2-(4-methyl-1-oxo-1,3-dihydro-2-benzofuran-5-yl)ethyl]piperazin-1-yl}ethyl)-2-(methyloxy)benzonitrile was prepared in a similar fashion to that described for the synthesis of EXAMPLES 2C and 28-29 starting from 5-(1-hydroxy-2-piperazin-1-ylethyl)-4-methyl-2-benzofuran-1(3H)-one and 2-(methyloxy)-4-oxiran-2-ylbenzonitrile. Reactants: C=CC=C (butadiene), C1(C=CC(C2=CC=CC=C12)=O)=O (1,4-naphthoquinone), C1(C=CC(C2=CC=CC=C12)=O)=O (NQ). Product: C1=CC=CC2=CC=CC=C12 (naphthalene). As a reaction SMILES: C=CC=C.[C:5]1(=O)[C:14]2[C:9](=[CH:10][CH:11]=[CH:12][CH:13]=2)[C:8](=O)[CH:7]=[CH:6]1>>[CH:13]1[C:14]2[C:9](=[CH:8][CH:7]=[CH:6][CH:5]=2)[CH:10]=[CH:11][CH:12]=1. Reported procedure: The present invention relates to a process for purifying crude anthraquinone (hereinafter referred to as "AQ") obtained by the oxidation, by molecular oxygen in the presence of a basic compound, of an adduct obtained by the Diels-Alder (hereinafter referred to as "DA") reaction of butadiene (hereinafter referred to as "BD") with 1,4-naphthoquinone (hereinafter referred to as "NQ") obtained by a catalytic vapor phase oxidation reaction of naphthalene. Reported procedure: 4.7 g of 2-bromo-4'-chloro-3'-sulfamoylacetophenone and 3.75 g of 1-cyclohexyl-3-(2-pyridylmethyl)-thiourea were reacted according to the prescription given in Example 23 and the crystals were filtered off. Colorless solid body, melting point: 249° C (decomposition). Reaction SMILES: [Br:1][CH2:2][C:3]([C:5]1[CH:10]=[CH:9][C:8]([Cl:11])=[C:7]([S:12](=[O:15])(=[O:14])[NH2:13])[CH:6]=1)=[O:4].[CH:16]1([NH:22][C:23]([NH:25][CH2:26][C:27]2[CH:32]=[CH:31][CH:30]=[CH:29][N:28]=2)=[S:24])[CH2:21][CH2:20][CH2:19][CH2:18][CH2:17]1>>[BrH:1].[Cl:11][C:8]1[CH:9]=[CH:10][C:5]([C:3]2([OH:4])[CH2:2][S:24][C:23](=[N:25][CH2:26][C:27]3[CH:32]=[CH:31][CH:30]=[CH:29][N:28]=3)[N:22]2[CH:16]2[CH2:21][CH2:20][CH2:19][CH2:18][CH2:17]2)=[CH:6][C:7]=1[S:12](=[O:15])(=[O:14])[NH2:13] |f:2.3|. Reactants: BrCC(=O)C1=CC(=C(C=C1)Cl)S(N)(=O)=O (2-bromo-4'-chloro-3'-sulfamoylacetophenone), C1(CCCCC1)NC(=S)NCC1=NC=CC=C1 (1-cyclohexyl-3-(2-pyridylmethyl)-thiourea). Product: Br.ClC1=C(C=C(C=C1)C1(N(C(SC1)=NCC1=NC=CC=C1)C1CCCCC1)O)S(N)(=O)=O (4-(4-Chloro-3-sulfamoylphenyl)-3-cyclohexyl-2-(2-pyridylmethylimino)-1,3-thiazolidine-4-ol-hydrobromide). Starting materials: C(C1=CC=CC=C1)OC1=CC=C(C=C1)C(C(F)(F)F)OCCCCCC ((+)-4-benzyloxy-1-(1-hexyloxy-2,2,2-trifluoroethyl)benzene). The reagents and catalysts are [Pd] (Pd/C), [Pd] (Pd/C). Solvent: O1CCCC1 (tetrahydrofuran), CO (methanol). Reaction conditions: time 8 hour. Yields the product C(CCCCC)OC(C(F)(F)F)C1=CC=C(C=C1)O ((+)-4-(1-hexyloxy-2,2,2-trifluoroethyl)phenol). Yield: 98.9%. As a reaction SMILES: C([O:8][C:9]1[CH:14]=[CH:13][C:12]([CH:15]([O:20][CH2:21][CH2:22][CH2:23][CH2:24][CH2:25][CH3:26])[C:16]([F:19])([F:18])[F:17])=[CH:11][CH:10]=1)C1C=CC=CC=1>O1CCCC1.CO.[Pd]>[CH2:21]([O:20][CH:15]([C:12]1[CH:13]=[CH:14][C:9]([OH:8])=[CH:10][CH:11]=1)[C:16]([F:17])([F:18])[F:19])[CH2:22][CH2:23][CH2:24][CH2:25][CH3:26]. Reported procedure: 1.1 g (3 mmol) of the product (9-1) of Preparation Example 2 was dissolved in a mixture of 80 ml of tetrahydrofuran and 20 ml of methanol, and the solution was added with 0.2 g of 10% Pd/C and stirred vigorously under hydrogen pressure of 1-1.2 atm. for 8 hours. After the reaction, Pd/C was filtered out and the filtrate was concentrated to obtain 0.82 g of (+)-4-(1-hexyloxy-2,2,2-trifluoroethyl)phenol (3-1). Yield: 99%; [α]D20 =+44.0° (c=1, CHCl3). The reactants are C1(=CC=CC=C1)C=1C(=NC=2N(C1)N=CC2)C2=CC=C(C=O)C=C2 (4-(6-phenylpyrazolo[1,5-a]pyrimidin-5-yl)benzaldehyde), Cl.N1CCC(CC1)C1=NC2=C(N1)C=C(C=C2)C(F)(F)F (2-piperidine-4-yl-6-trifluoromethyl-1H-benzimidazole hydrochloride salt), Cl.N1CCC(CC1)C1=NC2=C(N1)C=C(C=C2)C(F)(F)F (2-piperidine-4-yl-6-trifluoromethyl-1H-benzimidazole hydrochloride salt), [BH-](OC(=O)C)(OC(=O)C)OC(=O)C.[Na+] (NaBH(OAc)3), [BH-](OC(=O)C)(OC(=O)C)OC(=O)C.[Na+] (NaBH(OAc)3). Reaction conditions: time 8 hour. Yields the product C1(=CC=CC=C1)C=1C(=NC=2N(C1)N=CC2)C2=CC=C(C=C2)CN2CCC(CC2)C2=NC1=C(N2)C=C(C=C1)C(F)(F)F (6-phenyl-5-{4-[4-(6-trifluoromethyl-1H-benzimidazol-2-yl)piperidin-1-ylmethyl]-phenyl}-pyrazolo[1,5-a]pyrimidine). The yield is 44.8%. As a reaction SMILES: [C:1]1([C:7]2[C:8]([C:16]3[CH:23]=[CH:22][C:19]([CH:20]=O)=[CH:18][CH:17]=3)=[N:9][C:10]3[N:11]([N:13]=[CH:14][CH:15]=3)[CH:12]=2)[CH:6]=[CH:5][CH:4]=[CH:3][CH:2]=1.Cl.[NH:25]1[CH2:30][CH2:29][CH:28]([C:31]2[NH:35][C:34]3[CH:36]=[C:37]([C:40]([F:43])([F:42])[F:41])[CH:38]=[CH:39][C:33]=3[N:32]=2)[CH2:27][CH2:26]1.[BH-](OC(C)=O)(OC(C)=O)OC(C)=O.[Na+]>>[C:1]1([C:7]2[C:8]([C:16]3[CH:23]=[CH:22][C:19]([CH2:20][N:25]4[CH2:30][CH2:29][CH:28]([C:31]5[NH:35][C:34]6[CH:36]=[C:37]([C:40]([F:43])([F:42])[F:41])[CH:38]=[CH:39][C:33]=6[N:32]=5)[CH2:27][CH2:26]4)=[CH:18][CH:17]=3)=[N:9][C:10]3[N:11]([N:13]=[CH:14][CH:15]=3)[CH:12]=2)[CH:6]=[CH:5][CH:4]=[CH:3][CH:2]=1 |f:1.2,3.4|. Procedure: 250 mg (0.84 mmol) 4-(6-phenylpyrazolo[1,5-a]pyrimidin-5-yl)benzaldehyde and 308 mg (1 mmol) 2-piperidine-4-yl-6-trifluoromethyl-1H-benzimidazole hydrochloride salt were treated as previously described. Additional NaBH(OAc)3 has been added after one, two and three hours (two equivalents each). After a further hour stirring at room temperature additional 31 mg 2-piperidine-4-yl-6-trifluoromethyl-1H-benzimidazole hydrochloride salt and two equivalents NaBH(OAc)3 were added. After stirring overnigh...